From a dataset of the Open Reaction Database (ORD), a public repository of structured organic reaction records. describe an organic reaction: reactants, conditions, products, and yield The reactants are CC(=O)[O-], CCOC(=O)CC(=O)OCC, CC(=O)[O-], CC(=O)[O-], CC(=O)O, [Cu+2], [K+], O. Yields the product C=C(C(=O)OCC)C(=O)OCC. RXN SMILES: [C:18]([O-:19])(=[O:20])[CH3:21].[C:1]([CH2:2][C:3](=[O:4])[O:5][CH2:6][CH3:7])(=[O:8])[O:9][CH2:10][CH3:11].[C:23]([O-:24])(=[O:25])[CH3:26].[CH3:13][C:14](=[O:15])[O-:16].[CH3:27][C:28](=[O:29])[OH:30].[Cu+2:22].[K+:12].[OH2:17]>>[C:1]([C:2]([C:3](=[O:4])[O:5][CH2:6][CH3:7])=[CH2:13])(=[O:8])[O:9][CH2:10][CH3:11]. Reactants: CN, CO, N#Cc1cccc(-c2ccc(CCN3C(=O)COC3=O)cc2)c1, C1CCOC1. Yields the product CNC(=O)COC(=O)NCCc1ccc(-c2cccc(C#N)c2)cc1. Reaction SMILES: [CH3:24][NH2:25].[CH3:26][OH:27].[O:1]=[C:2]1[O:3][CH2:4][C:5](=[O:23])[N:6]1[CH2:7][CH2:8][c:9]1[cH:10][cH:11][c:12](-[c:15]2[cH:16][c:17]([C:21]#[N:22])[cH:18][cH:19][cH:20]2)[cH:13][cH:14]1.[O:28]1[CH2:29][CH2:30][CH2:31][CH2:32]1>>[O:1]=[C:2]([O:3][CH2:4][C:5](=[O:23])[NH:25][CH3:24])[NH:6][CH2:7][CH2:8][c:9]1[cH:10][cH:11][c:12](-[c:15]2[cH:16][c:17]([C:21]#[N:22])[cH:18][cH:19][cH:20]2)[cH:13][cH:14]1. Solvent: C(C)#N (acetonitrile). The reactants are ClCCCSC1=C(C(=NC=C1)CSC1=CC=NC=C1)C (4-(3-chloropropylthio)-3-methyl-2-[(4-pyridinylthio)methyl]pyridine), C(C1=CC=CC=C1)N1CCNCC1 (1-benzylpiperazine), C([O-])([O-])=O.[K+].[K+] (potassium carbonate). Yield: 57.0%. RXN SMILES: Cl[CH2:2][CH2:3][CH2:4][S:5][C:6]1[CH:11]=[CH:10][N:9]=[C:8]([CH2:12][S:13][C:14]2[CH:19]=[CH:18][N:17]=[CH:16][CH:15]=2)[C:7]=1[CH3:20].[CH2:21]([N:28]1[CH2:33][CH2:32][NH:31][CH2:30][CH2:29]1)[C:22]1[CH:27]=[CH:26][CH:25]=[CH:24][CH:23]=1.C(=O)([O-])[O-].[K+].[K+]>C(#N)C>[CH2:21]([N:28]1[CH2:33][CH2:32][N:31]([CH2:2][CH2:3][CH2:4][S:5][C:6]2[CH:11]=[CH:10][N:9]=[C:8]([CH2:12][S:13][C:14]3[CH:19]=[CH:18][N:17]=[CH:16][CH:15]=3)[C:7]=2[CH3:20])[CH2:30][CH2:29]1)[C:22]1[CH:23]=[CH:24][CH:25]=[CH:26][CH:27]=1 |f:2.3.4|. Reported procedure: According to the procedure indicated in Example 7, reaction of 4-(3-chloropropylthio)-3-methyl-2-[(4-pyridinylthio)methyl]pyridine with 1-benzylpiperazine and potassium carbonate in acetonitrile, after chromatography on silica gel and crystallization of the concentrated pure fraction from diisopropyl ether, gives the title compound as a colorless solid; m.p. 79-81° C.; yield 57% of theory. A hydrated hydrochloride can be prepared from isopropanol; m.p. 165° C. (dec.); yield 87% of theory. Yields the product C(C1=CC=CC=C1)N1CCN(CC1)CCCSC1=C(C(=NC=C1)CSC1=CC=NC=C1)C (4-[3-(4-Benzyl-1-piperazinyl)propylthio]-3-methyl -2-[(4-pyridinylthio)methyl]pyridine). The reactants are CC(=O)OC(C)=O, Cl, OC1(Cc2ccccc2)CCN(CCC(c2ccccc2)(c2ccccc2)c2ccccc2)CC1, c1ccncc1. The product is Cl, CC(=O)OC1(Cc2ccccc2)CCN(CCC(c2ccccc2)(c2ccccc2)c2ccccc2)CC1. As a reaction SMILES: [CH3:37][C:38](=[O:39])[O:40][C:41](=[O:42])[CH3:43].[ClH:1].[c:2]1([C:8]([CH2:9][CH2:10][N:11]2[CH2:12][CH2:13][C:14]([CH2:17][c:18]3[cH:19][cH:20][cH:21][cH:22][cH:23]3)([OH:24])[CH2:15][CH2:16]2)([c:25]2[cH:26][cH:27][cH:28][cH:29][cH:30]2)[c:31]2[cH:32][cH:33][cH:34][cH:35][cH:36]2)[cH:3][cH:4][cH:5][cH:6][cH:7]1.[cH:44]1[cH:45][cH:46][n:47][cH:48][cH:49]1>>[ClH:1].[c:2]1([C:8]([CH2:9][CH2:10][N:11]2[CH2:12][CH2:13][C:14]([CH2:17][c:18]3[cH:19][cH:20][cH:21][cH:22][cH:23]3)([O:24][C:38]([CH3:37])=[O:39])[CH2:15][CH2:16]2)([c:25]2[cH:26][cH:27][cH:28][cH:29][cH:30]2)[c:31]2[cH:32][cH:33][cH:34][cH:35][cH:36]2)[cH:3][cH:4][cH:5][cH:6][cH:7]1. Starting materials: CN(C)C=O, CC(O)(CO)c1ccc(C(=O)Nc2cc3c(ccn3C3CC3)cn2)cc1, O=C1CCC(=O)N1Cl. Yields the product CC(O)(CO)c1ccc(C(=O)Nc2cc3c(cn2)c(Cl)cn3C2CC2)cc1. As a reaction SMILES: [CH3:35][N:36]([CH3:37])[CH:38]=[O:39].[CH:1]1([n:4]2[cH:5][cH:6][c:7]3[cH:8][n:9][c:10]([NH:13][C:14]([c:15]4[cH:16][cH:17][c:18]([C:21]([CH2:22][OH:23])([CH3:24])[OH:25])[cH:19][cH:20]4)=[O:26])[cH:11][c:12]23)[CH2:2][CH2:3]1.[Cl:27][N:28]1[C:29](=[O:30])[CH2:31][CH2:32][C:33]1=[O:34]>>[CH:1]1([n:4]2[cH:5][c:6]([Cl:27])[c:7]3[cH:8][n:9][c:10]([NH:13][C:14]([c:15]4[cH:16][cH:17][c:18]([C:21]([CH2:22][OH:23])([CH3:24])[OH:25])[cH:19][cH:20]4)=[O:26])[cH:11][c:12]23)[CH2:2][CH2:3]1.